Dataset: the Open Reaction Database (ORD), a public repository of structured organic reaction records. Task: describe an organic reaction: reactants, conditions, products, and yield Reactants: BrC1=C2C=NNC2=CC(=C1)C(F)(F)F (4-bromo-6-(trifluoromethyl)-1H-indazole), COC1=CC(=C(C=N1)B(O)O)C ((6-methoxy-4-methylpyridin-3-yl)boronic acid). Reagents/catalysts: C1=CC=C(C=C1)P([C-]2C=CC=C2)C3=CC=CC=C3.C1=CC=C(C=C1)P([C-]2C=CC=C2)C3=CC=CC=C3.Cl[Pd]Cl.[Fe+2] (PdCl2(dppf)). The solvent is O1CCOCC1 (dioxane), C(=O)(O)[O-].[Na+] (NaHCO3). Run at temperature 140 celsius. Product: COC1=CC(=C(C=N1)C1=C2C=NNC2=CC(=C1)C(F)(F)F)C (4-(6-methoxy-4-methylpyridin-3-yl)-6-(trifluoromethyl)-1H-indazole). The yield is 45.6%. RXN SMILES: Br[C:2]1[CH:10]=[C:9]([C:11]([F:14])([F:13])[F:12])[CH:8]=[C:7]2[C:3]=1[CH:4]=[N:5][NH:6]2.[CH3:15][O:16][C:17]1[N:22]=[CH:21][C:20](B(O)O)=[C:19]([CH3:26])[CH:18]=1>O1CCOCC1.C([O-])(O)=O.[Na+].C1C=CC(P(C2C=CC=CC=2)[C-]2C=CC=C2)=CC=1.C1C=CC(P(C2C=CC=CC=2)[C-]2C=CC=C2)=CC=1.Cl[Pd]Cl.[Fe+2]>[CH3:15][O:16][C:17]1[N:22]=[CH:21][C:20]([C:2]2[CH:10]=[C:9]([C:11]([F:14])([F:13])[F:12])[CH:8]=[C:7]3[C:3]=2[CH:4]=[N:5][NH:6]3)=[C:19]([CH3:26])[CH:18]=1 |f:3.4,5.6.7.8|. Procedure: A vial was charged with a mixture of 4-bromo-6-(trifluoromethyl)-1H-indazole (0.1 g, 0.377 mmol), (6-methoxy-4-methylpyridin-3-yl)boronic acid (0.082 g, 0.491 mmol) and PdCl2(dppf) (0.014 g, 0.019 mmol) in dioxane (8 mL) and aqueous saturated NaHCO3 (2 mL). The resulting light brown suspension was heated at 140° C. for 45 minutes in a microwave reactor. The reaction mixture was subsequently concentrated and the crude residue was purified by preparative HPLC, eluting with a gradient of 40-45% ACN...